This data is from the Open Reaction Database (ORD), a public repository of structured organic reaction records. The task is: describe an organic reaction: reactants, conditions, products, and yield Starting materials: COC(CC1CCN2C1=CC=1C(=CC(=CC21)O)S(=O)(=O)C)=O (Methyl[6-hydroxy-8-(methylsulfonyl)-2,3-dihydro-1H-pyrrolo[1,2-a]-indol-1-yl]acetate), IC(C)C (2-iodopropane), C(=O)([O-])[O-].[Cs+].[Cs+] (Cs2CO3). Run in CN(C)C=O (DMF). Reaction conditions: time 15 minute. The product is COC(CC1CCN2C1=CC=1C(=CC(=CC21)OC(C)C)S(=O)(=O)C)=O (Methyl[6-isopropoxy-8-(methylsulfonyl)-2,3-dihydro-1H-pyrrolo[1,2-a]indol-1-yl]acetate). Isolated yield 68.4%. RXN SMILES: [CH3:1][O:2][C:3](=[O:22])[CH2:4][CH:5]1[C:9]2=[CH:10][C:11]3[C:12]([S:18]([CH3:21])(=[O:20])=[O:19])=[CH:13][C:14]([OH:17])=[CH:15][C:16]=3[N:8]2[CH2:7][CH2:6]1.I[CH:24]([CH3:26])[CH3:25].C([O-])([O-])=O.[Cs+].[Cs+]>CN(C=O)C>[CH3:1][O:2][C:3](=[O:22])[CH2:4][CH:5]1[C:9]2=[CH:10][C:11]3[C:12]([S:18]([CH3:21])(=[O:20])=[O:19])=[CH:13][C:14]([O:17][CH:24]([CH3:26])[CH3:25])=[CH:15][C:16]=3[N:8]2[CH2:7][CH2:6]1 |f:2.3.4|. Procedure details: To methyl [6-hydroxy-8-(methylsulfonyl)-2,3-dihydro-1H-pyrrolo[1,2-a]indol-1-yl]acetate (Example 23, Step 2, 130 mg, 0.4 mmol) in DMF (1.5 mL) at r.t. was added 2-iodopropane (300 μL, 3 mmol) and Cs2CO3 (300 mg, 0.92 mmol). The reaction mixture was stirred for 15 minutes, and was then quenched with saturated aqueous NH4Cl and extracted with EtOAc. The combined organic layers were dried over NaSO4 and concentrated. The residue was purified by silica gel chromatography to give the title compound (... Starting materials: [C@@H]1([C@H](O)[C@H](O)[C@@H](CO)O1)N1C=NC=2C(N)=NC=NC12 (adenosine), N1C=NC=C1 (imidazole), C(C)(C)(C)[Si](C)(C)Cl (tertbutyldimethylsilyl chloride), CN(C=O)C (DMF). Run at time 12 hour. The product is [Si](C)(C)(C(C)(C)C)OC[C@@H]1[C@H]([C@H]([C@@H](O1)N1C=NC=2C(O)=NC=NC12)O)O (5'-O-tert-Butyldimethylsilylinosine). Isolated yield 76.7%. RXN SMILES: [C@@H:1]1([N:10]2[C:19]3[N:18]=[CH:17][N:16]=[C:14](N)[C:13]=3[N:12]=[CH:11]2)[O:9][C@H:6]([CH2:7][OH:8])[C@@H:4]([OH:5])[C@H:2]1[OH:3].N1C=CN=C1.[C:25]([Si:29](Cl)([CH3:31])[CH3:30])([CH3:28])([CH3:27])[CH3:26].CN(C)C=[O:36]>>[Si:29]([O:8][CH2:7][C@H:6]1[O:9][C@@H:1]([N:10]2[C:19]3[N:18]=[CH:17][N:16]=[C:14]([OH:36])[C:13]=3[N:12]=[CH:11]2)[C@H:2]([OH:3])[C@@H:4]1[OH:5])([C:25]([CH3:28])([CH3:27])[CH3:26])([CH3:31])[CH3:30]. Procedure details: A mixture of inosine 13 (15.0 g, 56 mmol) (dried by coevaporation with 70 ml of dimethylformamide (DMF)), imidazole (9.52 g, 140 mmol) and tertbutyldimethylsilyl chloride (10.1 g, 67 mmol) in DMF (125 ml) was stirred at room temperature for 12 h. The solvent was removed in vacuo and the residue was purified chromatographically using CHCl3 -methanol (15:2) as the eluent to obtain 16.4 g (76.7%) of 18: mp softening at 220° C., melting at 229°-231° C. (CHCl3 -diethyl ether); 1H NMR (DMSO-d6) δ 0.0 ... The reactants are C(CCCCC(C)C)O (Isooctyl alcohol), C(C=C)(=O)O (acrylic acid). The product is C(C=C)(=O)OCCCCCC(C)C (isooctyl acrylate). As a reaction SMILES: [CH2:1]([OH:9])[CH2:2][CH2:3][CH2:4][CH2:5][CH:6]([CH3:8])[CH3:7].[C:10](O)(=[O:13])[CH:11]=[CH2:12]>>[C:10]([O:9][CH2:1][CH2:2][CH2:3][CH2:4][CH2:5][CH:6]([CH3:8])[CH3:7])(=[O:13])[CH:11]=[CH2:12]. Procedure: Isooctyl alcohol was reacted with acrylic acid to yield isooctyl acrylate. Starting materials: CC1=NC(=NC=N1)N1CC2C(C1)CN(C2)C(=O)OC(C)(C)C (tert-Butyl 5-(4-methyl-1,3,5-triazin-2-yl)hexahydropyrrolo[3,4-c]pyrrole-2(1H)-carboxylate), C(=O)(C(F)(F)F)O (TFA). Run in C(Cl)Cl (DCM). Product: CC1=NC(=NC=N1)N1CC2CNCC2C1 (2-(4-Methyl-1,3,5-triazin-2-yl)octahydropyrrolo[3,4-c]pyrrole). As a reaction SMILES: [CH3:1][C:2]1[N:7]=[CH:6][N:5]=[C:4]([N:8]2[CH2:12][CH:11]3[CH2:13][N:14](C(OC(C)(C)C)=O)[CH2:15][CH:10]3[CH2:9]2)[N:3]=1.C(O)(C(F)(F)F)=O>C(Cl)Cl>[CH3:1][C:2]1[N:7]=[CH:6][N:5]=[C:4]([N:8]2[CH2:9][CH:10]3[CH:11]([CH2:13][NH:14][CH2:15]3)[CH2:12]2)[N:3]=1. Procedure: tert-Butyl 5-(4-methyl-1,3,5-triazin-2-yl)hexahydropyrrolo[3,4-c]pyrrole-2(1H)-carboxylate (43 mg, 0.142 mmol), DCM (1.4 mL) and TFA (0.71 mL) were stirred at room temperature for 2 h. The mixture was concentrated in vacuo and taken on to the next step without further purification. The reactants are [N+](=[N-])=CC(C)C (Diazoisobutane), [N+](=O)([O-])C1=CC=C(COC(C(NC(=O)OC(C)(C)C)=C)=O)C=C1 (Boc-Dehydroalanine-p-nitrobenzyl ester). Solvent: C(Cl)Cl (CH2Cl2). Product: C(C)(C)(C)OC(=O)NC1(NNC(C1)C(C)C)C(=O)OCC1=CC=C(C=C1)[N+](=O)[O-] (p-Nitrobenzyl 3-t-Butoxycarbonylamino-5-isopropylpyrazoline-3-carboxylate). Isolated yield 98.4%. Reaction SMILES: [N+:1](=[CH:3][CH:4]([CH3:6])[CH3:5])=[N-:2].[N+:7]([C:10]1[CH:29]=[CH:28][C:13]([CH2:14][O:15][C:16](=[O:27])[C:17](=[CH2:26])[NH:18][C:19]([O:21][C:22]([CH3:25])([CH3:24])[CH3:23])=[O:20])=[CH:12][CH:11]=1)([O-:9])=[O:8]>C(Cl)Cl>[C:22]([O:21][C:19]([NH:18][C:17]1([C:16]([O:15][CH2:14][C:13]2[CH:12]=[CH:11][C:10]([N+:7]([O-:9])=[O:8])=[CH:29][CH:28]=2)=[O:27])[CH2:26][CH:3]([CH:4]([CH3:6])[CH3:5])[NH:1][NH:2]1)=[O:20])([CH3:23])([CH3:24])[CH3:25]. Procedure details: The ethereal diazoisobutane (6) was gradually added to a solution of Boc-dehydroalanine-p-nitrobenzyl ester (2) (967 mg, 3 mmol) in CH2Cl2 (15 ml) at -10° C. to -15° C. with stirring. After stirring for 1 hr at the same temperature, the solvent was evaporated in vacuo and the resulting residue was triturated with hexane and filtered by suction to give 1.2 g of p-nitrobenzyl p-nitrobenzyl 3-t-butoxycarbonylamino-5-isopropylpyrazoline-3-carboxylate (7) (98.4%) mp 78°-79° C. (dec.). Recrystallizati... Starting materials: N(=NC(C(=O)[O-])(CC)C)C(C(=O)[O-])(CC)C (2,2′-azobis(methyl 2-methylpropionate)), C(C(=C)C)(=O)OCC1CO1 (glycidyl methacrylate), C(C(=C)C)(=O)OC(C)OCC (1-ethoxyethyl methacrylate), C(C(=C)C)(=O)OCCO (2-hydroxyethyl methacrylate), C(C(=C)C)(=O)OCC1=CC=CC=C1 (benzyl methacrylate). Run in CCCCCCC (heptane), C(C(C)C)C(=O)C (methyl isobutyl ketone). Conditions: time 6 hour. The product is C(C(=C)C)(=O)OCC1CO1.C(C(=C)C)(=O)OC(C)OCC.C(C(=C)C)(=O)OCCO.C(C(=C)C)(=O)OCC1=CC=CC=C1 (glycidyl methacrylate 1-ethoxyethyl methacrylate 2-hydroxyethyl methacrylate benzyl methacrylate). Reaction SMILES: [C:1]([O:6][CH2:7][CH:8]1[O:10][CH2:9]1)(=[O:5])[C:2]([CH3:4])=[CH2:3].[C:11]([O:16][CH:17]([O:19][CH2:20][CH3:21])[CH3:18])(=[O:15])[C:12]([CH3:14])=[CH2:13].[C:22]([O:27][CH2:28][CH2:29][OH:30])(=[O:26])[C:23]([CH3:25])=[CH2:24].[C:31]([O:36][CH2:37][C:38]1[CH:43]=[CH:42][CH:41]=[CH:40][CH:39]=1)(=[O:35])[C:32]([CH3:34])=[CH2:33].N(C(C)(CC)C([O-])=O)=NC(C)(CC)C([O-])=O>CCCCCCC.C(C(C)=O)C(C)C>[C:1]([O:6][CH2:7][CH:8]1[O:10][CH2:9]1)(=[O:5])[C:2]([CH3:4])=[CH2:3].[C:11]([O:16][CH:17]([O:19][CH2:20][CH3:21])[CH3:18])(=[O:15])[C:12]([CH3:14])=[CH2:13].[C:22]([O:27][CH2:28][CH2:29][OH:30])(=[O:26])[C:23]([CH3:25])=[CH2:24].[C:31]([O:36][CH2:37][C:38]1[CH:39]=[CH:40][CH:41]=[CH:42][CH:43]=1)(=[O:35])[C:32]([CH3:34])=[CH2:33] |f:7.8.9.10|. Procedure: Into a 500 ml-volume three-neck flask, 34.1 g (0.24 mol) of glycidyl methacrylate, 28.5 g (0.18 mol) of 1-ethoxyethyl methacrylate, 7.8 g (0.06 mol) of 2-hydroxyethyl methacrylate, 21.1 g (0.12 mol) of benzyl methacrylate and 300 ml of methyl isobutyl ketone were charged. A catalytic amount of 2,2′-azobis(methyl 2-methylpropionate) was added thereto as a radical polymerization initiator, and polymerization was allowed to proceed at 80° C. for 6 hours in a nitrogen stream. The reaction solution w... Reactants: Cl.ClC=1C=C(C=CC1S(=O)(=O)C)NN (3-Chloro-4-(methylsulfonyl)phenylhydrazine hydrochloride), FC(C(CC(=O)C1=CC=C(C=C1)C=1N=CSC1)=O)(F)F (4,4,4-trifluoro-1-[4-(1,3-thiazol-4-yl)phenyl]-1,3-butanedione). Yields the product ClC=1C=C(C=CC1S(=O)(=O)C)N1N=C(C=C1C1=CC=C(C=C1)C=1N=CSC1)C(F)(F)F (1-[3-Chloro-4-(methylsulfonyl)phenyl]-5-[4-(4-thiazolyl)phenyl]-3-trifluoromethyl-1H-pyrazole). As a reaction SMILES: Cl.[Cl:2][C:3]1[CH:4]=[C:5]([NH:13][NH2:14])[CH:6]=[CH:7][C:8]=1[S:9]([CH3:12])(=[O:11])=[O:10].[F:15][C:16]([F:34])([F:33])[C:17](=O)[CH2:18][C:19]([C:21]1[CH:26]=[CH:25][C:24]([C:27]2[N:28]=[CH:29][S:30][CH:31]=2)=[CH:23][CH:22]=1)=O>>[Cl:2][C:3]1[CH:4]=[C:5]([N:13]2[C:19]([C:21]3[CH:22]=[CH:23][C:24]([C:27]4[N:28]=[CH:29][S:30][CH:31]=4)=[CH:25][CH:26]=3)=[CH:18][C:17]([C:16]([F:34])([F:33])[F:15])=[N:14]2)[CH:6]=[CH:7][C:8]=1[S:9]([CH3:12])(=[O:10])=[O:11] |f:0.1|. Procedure details: The title compound was prepared according to the procedure of Example 60 using [3-chloro-4-(methylsulfonyl)phenyl]hydrazine hydrochloride from step 1 of Example 155 instead of [3-fluoro-4-(methylsulfonyl)phenyl]hydrazine hydrochloride, 4,4,4-trifluoro-1-[4-(1,3-thiazol-4-yl)phenyl]-1,3-butanedione from step 3 of Example 82 instead of 4,4,4-trifluorro-1-[4-(2-furyl)phenyl]-1,3-butanedione. Yields the product OCC1(CC1)N(C(OC(C)(C)C)=O)C (tert-Butyl 1-(hydroxymethyl)cyclopropyl(methyl)carbamate). Procedure: 100 ml of a 2M solution of lithium borohydride in tetrahydrofuran is added to a solution of 23 g of the compound obtained in Step 2 in 100 ml of tetrahydrofuran. After stirring for 20 hours at ambient temperature and then refluxing for 8 hours, the reaction mixture is cooled to 0° C., hydrolysed, diluted with ether, separated, dried and concentrated. Chromatography of the residue over silica gel (dichloromethane/tetrahydrofuran: 95/5) allows the expected product to be isolated. The reactants are solution, [BH4-].[Li+] (lithium borohydride), C(C)(C)(C)OC(=O)N(C1(CC1)C(=O)OC)C (Methyl 1-[(tert-butoxycarbonyl)(methyl)amino]cyclopropane-carboxylate). Reaction conditions: time 20 hour. Run in O1CCCC1 (tetrahydrofuran), O1CCCC1 (tetrahydrofuran), CCOCC (ether). Reaction SMILES: [BH4-].[Li+].[C:3]([O:7][C:8]([N:10]([CH3:18])[C:11]1([C:14](OC)=[O:15])[CH2:13][CH2:12]1)=[O:9])([CH3:6])([CH3:5])[CH3:4]>O1CCCC1.CCOCC>[OH:15][CH2:14][C:11]1([N:10]([CH3:18])[C:8](=[O:9])[O:7][C:3]([CH3:4])([CH3:5])[CH3:6])[CH2:12][CH2:13]1 |f:0.1|. Reactants: O=C(OCc1ccccc1)C1CCCN1, COC(=O)NC(C(=O)O)C1CCCCC1, Cl. Yields the product COC(=O)NC(C(=O)N1CCCC1C(=O)OCc1ccccc1)C1CCCCC1. Reaction SMILES: [CH2:17]([c:18]1[cH:19][cH:20][cH:21][cH:22][cH:23]1)[O:24][C:25]([CH:26]1[NH:27][CH2:28][CH2:29][CH2:30]1)=[O:31].[CH3:1][O:2][C:3](=[O:4])[NH:5][CH:6]([C:7](=[O:8])[OH:9])[CH:10]1[CH2:11][CH2:12][CH2:13][CH2:14][CH2:15]1.[ClH:16]>>[CH3:1][O:2][C:3](=[O:4])[NH:5][CH:6]([C:7](=[O:9])[N:27]1[CH:26]([C:25]([O:24][CH2:17][c:18]2[cH:19][cH:20][cH:21][cH:22][cH:23]2)=[O:31])[CH2:30][CH2:29][CH2:28]1)[CH:10]1[CH2:11][CH2:12][CH2:13][CH2:14][CH2:15]1.